This data is from the Open Reaction Database (ORD), a public repository of structured organic reaction records. The task is: describe an organic reaction: reactants, conditions, products, and yield The reactants are CCCCCCCCc1ccc(C2CCC(C=CP(=O)(OCC)OCC)(NC(=O)OC(C)(C)C)C2)cc1, CCO. Yields the product CCCCCCCCc1ccc(C2CCC(CCP(=O)(OCC)OCC)(NC(=O)OC(C)(C)C)C2)cc1. RXN SMILES: [CH2:1]([CH3:2])[O:3][P:4](=[O:5])([O:6][CH2:7][CH3:8])[CH:9]=[CH:10][C:11]1([NH:30][C:31]([O:32][C:33]([CH3:34])([CH3:35])[CH3:36])=[O:37])[CH2:12][CH:13]([c:16]2[cH:17][cH:18][c:19]([CH2:22][CH2:23][CH2:24][CH2:25][CH2:26][CH2:27][CH2:28][CH3:29])[cH:20][cH:21]2)[CH2:14][CH2:15]1.[CH3:38][CH2:39][OH:40]>>[CH2:1]([CH3:2])[O:3][P:4](=[O:5])([O:6][CH2:7][CH3:8])[CH2:9][CH2:10][C:11]1([NH:30][C:31]([O:32][C:33]([CH3:34])([CH3:35])[CH3:36])=[O:37])[CH2:12][CH:13]([c:16]2[cH:17][cH:18][c:19]([CH2:22][CH2:23][CH2:24][CH2:25][CH2:26][CH2:27][CH2:28][CH3:29])[cH:20][cH:21]2)[CH2:14][CH2:15]1. The reactants are BrC1=C(C=CC(=C1)F)C1N=C(NC(=C1C(=O)OCC)CBr)C=1SC(=NN1)C (Ethyl 4-(2-bromo-4-fluorophenyl)-6-(bromomethyl)-2-(5-methyl-1,3,4-thiadiazol-2-yl)-1,4-dihydropyrimidine-5-carboxylate), N1C(COCC1)C(=O)O (morpholine-3-carboxylic acid). The product is BrC1=C(C=CC(=C1)F)C1C(=C(NC(=N1)C=1SC(=NN1)C)CN1C(COCC1)C(=O)O)C(=O)OCC (4-((6-(2-bromo-4-fluorophenyl)-5-(ethoxycarbonyl)-2-(5-methyl-1,3,4-thiadiazol-2-yl)-3,6-dihydropyrimidin-4-yl)methyl)morpholine-3-carboxylic acid). Isolated yield 55.4%. RXN SMILES: [Br:1][C:2]1[CH:7]=[C:6]([F:8])[CH:5]=[CH:4][C:3]=1[CH:9]1[C:14]([C:15]([O:17][CH2:18][CH3:19])=[O:16])=[C:13]([CH2:20]Br)[NH:12][C:11]([C:22]2[S:23][C:24]([CH3:27])=[N:25][N:26]=2)=[N:10]1.[NH:28]1[CH2:33][CH2:32][O:31][CH2:30][CH:29]1[C:34]([OH:36])=[O:35]>>[Br:1][C:2]1[CH:7]=[C:6]([F:8])[CH:5]=[CH:4][C:3]=1[CH:9]1[N:10]=[C:11]([C:22]2[S:23][C:24]([CH3:27])=[N:25][N:26]=2)[NH:12][C:13]([CH2:20][N:28]2[CH2:33][CH2:32][O:31][CH2:30][CH:29]2[C:34]([OH:36])=[O:35])=[C:14]1[C:15]([O:17][CH2:18][CH3:19])=[O:16]. Procedure details: Ethyl 4-(2-bromo-4-fluorophenyl)-6-(bromomethyl)-2-(5-methyl-1,3,4-thiadiazol-2-yl)-1,4-dihydropyrimidine-5-carboxylate (1.04 g, 2 mmol) was reacted with morpholine-3-carboxylic acid (0.26 g, 2 mmol) according to the procedure as described in Example 1, Step C to give the title compound as a yellow solid (0.63 g, 55%). The compound was characterized by the following spectroscopic data: